Dataset: the Open Reaction Database (ORD), a public repository of structured organic reaction records. Task: describe an organic reaction: reactants, conditions, products, and yield Product: C(=O)(O)CC=1C=C2C=CN(C2=CC1)CC=1C=C(CN2C(C3=CC=CC=C3C2=O)=O)C=CC1 (2-[3-(5-Carboxymethyl-indol-1-ylmethyl)-benzyl]-isoindol-1,3-dione). RXN SMILES: Br[CH2:2][C:3]1[CH:4]=[C:5]([CH:18]=[CH:19][CH:20]=1)[CH2:6][N:7]1[C:15](=[O:16])[C:14]2[C:9](=[CH:10][CH:11]=[CH:12][CH:13]=2)[C:8]1=[O:17].[C:21]([CH2:24][C:25]1[CH:26]=[C:27]2[C:31](=[CH:32][CH:33]=1)[NH:30][CH:29]=[CH:28]2)([OH:23])=[O:22]>>[C:21]([CH2:24][C:25]1[CH:26]=[C:27]2[C:31](=[CH:32][CH:33]=1)[N:30]([CH2:2][C:3]1[CH:4]=[C:5]([CH:18]=[CH:19][CH:20]=1)[CH2:6][N:7]1[C:15](=[O:16])[C:14]3[C:9](=[CH:10][CH:11]=[CH:12][CH:13]=3)[C:8]1=[O:17])[CH:29]=[CH:28]2)([OH:23])=[O:22]. The reactants are BrCC=1C=C(CN2C(C3=CC=CC=C3C2=O)=O)C=CC1 (2-(3-bromomethyl-benzyl)-isoindol-1,3-dione), C(=O)(O)CC=1C=C2C=CNC2=CC1 (5-carboxymethyl-indole). Procedure: This compound was prepared in a manner analogous to Example 14a) starting from 2-(3-bromomethyl-benzyl)-isoindol-1,3-dione and 5-carboxymethyl-indole. The reactants are OCC1=CC=C(O1)C=O (5-hydroxymethyl-2-furaldehyde), C([O-])([O-])=O.[K+].[K+] (potassium carbonate), Cl.C(C)NC\C=C\C#CC(C)(C)OC ((E)-N-ethyl-6-methoxy-6-methyl-2-hepten-4-ynylamine hydrochloride), P(Br)(Br)Br (phosphorus tribromide). Solvent: C(C)OCC (ethyl ether), CN(C=O)C (dimethylformamide), C(C)OCC (ethyl ether). Run at time 30 minute. Product: C(C)N(C\C=C\C#CC(C)(C)OC)CC=1OC(=CC1)C=O ((E)-N-ethyl-N-(6-methoxy-6-methyl-2-hepten-4-ynyl)-5-formyl-2-furylmethylamine). Yield: 75.2%. RXN SMILES: O[CH2:2][C:3]1[O:7][C:6]([CH:8]=[O:9])=[CH:5][CH:4]=1.P(Br)(Br)Br.C(=O)([O-])[O-].[K+].[K+].Cl.[CH2:21]([NH:23][CH2:24]/[CH:25]=[CH:26]/[C:27]#[C:28][C:29]([O:32][CH3:33])([CH3:31])[CH3:30])[CH3:22]>C(OCC)C.CN(C)C=O>[CH2:21]([N:23]([CH2:2][C:3]1[O:7][C:6]([CH:8]=[O:9])=[CH:5][CH:4]=1)[CH2:24]/[CH:25]=[CH:26]/[C:27]#[C:28][C:29]([O:32][CH3:33])([CH3:30])[CH3:31])[CH3:22] |f:2.3.4,5.6|. Procedure details: 0.36 g of 5-hydroxymethyl-2-furaldehyde was dissolved in 10 ml of ethyl ether, and under a nitrogen atmosphere, a ethyl ether solution (2 ml) of 0.25 g of phosphorus tribromide was added dropwise at 0° C. After the mixture was stirred at room temperature for 30 minutes, 0.70 g of potassium carbonate and a dimethylformamide solution (15 ml) of 0.62 g of (E)-N-ethyl-6-methoxy-6-methyl-2-hepten-4-ynylamine hydrochloride were added. The mixture was stirred overnight at room temperature, and then wor... Starting materials: C(C)(C)(C)O[C@H](CO)C=1C(=C2C=CC(=NC2=CC1Cl)C)C1=CC=C(C=C1)Cl ((S)-2-tert-butoxy-2-(7-chloro-5-(4-chlorophenyl)-2-methylquinolin-6-yl)ethanol), C(C(C)(C)C)(=O)OC[C@H](C=1C(=C2C=CC(=NC2=CC1C)C(F)(F)F)C1=CC=C(C=C1)Cl)OC(C)(C)C ((S)-2-tert-butoxy-2-(5-(4-chlorophenyl)-7-methyl-2-(trifluoromethyl)quinolin-6-yl)ethyl pivalate). The product is C(C)(C)(C)O[C@H](CO)C=1C(=C2C=CC(=NC2=CC1C)C(F)(F)F)C1=CC=C(C=C1)Cl ((S)-2-tert-butoxy-2-(5-(4-chlorophenyl)-7-methyl-2-(trifluoromethyl)quinolin-6-yl)ethanol). Reaction SMILES: C(O[C@@H](C1C(C2C=CC(Cl)=CC=2)=C2C(=CC=1Cl)N=C(C)C=C2)CO)(C)(C)C.C([O:34][CH2:35][C@@H:36]([O:59][C:60]([CH3:63])([CH3:62])[CH3:61])[C:37]1[C:38]([C:52]2[CH:57]=[CH:56][C:55]([Cl:58])=[CH:54][CH:53]=2)=[C:39]2[C:44](=[CH:45][C:46]=1[CH3:47])[N:43]=[C:42]([C:48]([F:51])([F:50])[F:49])[CH:41]=[CH:40]2)(=O)C(C)(C)C>>[C:60]([O:59][C@@H:36]([C:37]1[C:38]([C:52]2[CH:57]=[CH:56][C:55]([Cl:58])=[CH:54][CH:53]=2)=[C:39]2[C:44](=[CH:45][C:46]=1[CH3:47])[N:43]=[C:42]([C:48]([F:49])([F:51])[F:50])[CH:41]=[CH:40]2)[CH2:35][OH:34])([CH3:63])([CH3:61])[CH3:62]. Procedure: Following the procedure used to prepare compound 1K of Example 1, except that (S)-2-tert-butoxy-2-(5-(4-chlorophenyl)-7-methyl-2-(trifluoromethyl)quinolin-6-yl)ethyl pivalate (7H) was used instead of compound 1J. LCMS-ESI+ (m/z): 438.2, 440.2 (M+H)+. Reactants: CC(C)=CCCC(C)=CCCC(C)=CCCC(C)CC(=O)O, [Na+], [OH-], c1ccccc1, Clc1ncco1. The product is CC(C)=CCCC(C)=CCCC(C)=CCCC(C)CC(=O)O, [Cl-]. As a reaction SMILES: [CH3:1][CH:2]([CH2:3][C:4](=[O:5])[OH:6])[CH2:7][CH2:8][CH:9]=[C:10]([CH2:11][CH2:12][CH:13]=[C:14]([CH2:15][CH2:16][CH:17]=[C:18]([CH3:19])[CH3:20])[CH3:21])[CH3:22].[Na+:24].[OH-:23].[cH:31]1[cH:32][cH:33][cH:34][cH:35][cH:36]1.[o:25]1[cH:26][cH:27][n:28][c:29]1[Cl:30]>>[CH3:1][CH:2]([CH2:3][C:4](=[O:5])[OH:6])[CH2:7][CH2:8][CH:9]=[C:10]([CH2:11][CH2:12][CH:13]=[C:14]([CH2:15][CH2:16][CH:17]=[C:18]([CH3:19])[CH3:20])[CH3:21])[CH3:22].[Cl-:30]. Reactants: C(CCCCCCCCCCCCCCCCC)(=O)OC[C@@H](CN1C=2N=C(NC(C2N=C1)=O)N)CCOC([C@@H](NC(=O)OC(C)(C)C)C(C)C)=O ((R)-9-(2-stearoyloxymethyl-4-(N-tert-butoxycarbonyl-L-valyloxy)butyl)guanine), C(C)N(C1=CC=CC=C1)CC (N,N-diethylaniline), P(=O)(Cl)(Cl)Cl (phosphorous oxychloride). The reagents and catalysts are [Cl-].C[N+](C)(C)C (tetramethylammonium chloride). Run in C(C)#N (acetonitrile). Yields the product NC1=NC(=C2N=CN(C2=N1)C[C@@H](CCOC([C@@H](NC(=O)OC(C)(C)C)C(C)C)=O)COC(CCCCCCCCCCCCCCCCC)=O)Cl ((R)-2-Amino-9-(2-stearoyloxymethyl-4-(N-tert-butoxycarbonyl-L-valyloxy)butyl)-6-chloropurine). Reaction SMILES: [C:1]([O:20][CH2:21][C@H:22]([CH2:35][CH2:36][O:37][C:38](=[O:51])[C@H:39]([CH:48]([CH3:50])[CH3:49])[NH:40][C:41]([O:43][C:44]([CH3:47])([CH3:46])[CH3:45])=[O:42])[CH2:23][N:24]1[CH:32]=[N:31][C:30]2[C:29](=O)[NH:28][C:27]([NH2:34])=[N:26][C:25]1=2)(=[O:19])[CH2:2][CH2:3][CH2:4][CH2:5][CH2:6][CH2:7][CH2:8][CH2:9][CH2:10][CH2:11][CH2:12][CH2:13][CH2:14][CH2:15][CH2:16][CH2:17][CH3:18].C(N(CC)C1C=CC=CC=1)C.P(Cl)(Cl)([Cl:65])=O>C(#N)C.[Cl-].C[N+](C)(C)C>[NH2:34][C:27]1[N:26]=[C:25]2[C:30]([N:31]=[CH:32][N:24]2[CH2:23][C@H:22]([CH2:21][O:20][C:1](=[O:19])[CH2:2][CH2:3][CH2:4][CH2:5][CH2:6][CH2:7][CH2:8][CH2:9][CH2:10][CH2:11][CH2:12][CH2:13][CH2:14][CH2:15][CH2:16][CH2:17][CH3:18])[CH2:35][CH2:36][O:37][C:38](=[O:51])[C@H:39]([CH:48]([CH3:50])[CH3:49])[NH:40][C:41]([O:43][C:44]([CH3:47])([CH3:46])[CH3:45])=[O:42])=[C:29]([Cl:65])[N:28]=1 |f:4.5|. Reported procedure: To a solution of (R)-9-(2-stearoyloxymethyl-4-(N-tert-butoxycarbonyl-L-valyloxy)butyl)guanine from step 2 of Example 1 (646 mg, 0.9 mmole) in acetonitrile were added tetramethylammonium chloride (427 mg, 2.7 mmole), N,N-diethylaniline (0.716 ml, 4.5 mmole) and phosphorous oxychloride (0.417 ml, 4.5 mmole). The reaction was kept under reflux and the progression monitored by TLC. After 3 hours the reaction mixture was evaporated in vacuo and the residue was dissolved in dichloromethane, then poure... Reactants: ClC=1C=C2C(=NC1)N(C=C2C2=NC=C(C(=N2)NC2C(CCCC2)(O)C)F)S(=O)(=O)C2=CC=CC=C2 ((2-(5-chloro-1-(phenylsulfonyl)-1H-pyrrolo[2,3-b]pyridin-3-yl)-5-fluoropyrimidin-4-ylamino)-1-methylcyclohexanol), ClC=1C=C2C(=NC1)N(C=C2C2=NC=C(C(=N2)NC2C(CCCC2)(O)C)F)S(=O)(=O)C2=CC=CC=C2 ((2-(5-chloro-1-(phenylsulfonyl)-1H-pyrrolo[2,3-b]pyridin-3-yl)-5-fluoropyrimidin-4-ylamino)-1-methylcyclohexanol). Reagents/catalysts: C[O-].[Na+] (sodium methoxide). Run in C1CCOC1 (THF), C(C)(=O)OCC (ethyl acetate), [Cl-].[Na+].O (brine). Reaction conditions: time 5 minute. Yields the product ClC=1C=C2C(=NC1)NC=C2C2=NC=C(C(=N2)NC2C(CCCC2)(O)C)F ((2-(5-chloro-1H-pyrrolo[2,3-b]pyridin-3-yl)-5-fluoropyrimidin-4-ylamino)-1-methylcyclohexanol). RXN SMILES: [Cl:1][C:2]1[CH:3]=[C:4]2[C:10]([C:11]3[N:16]=[C:15]([NH:17][CH:18]4[CH2:23][CH2:22][CH2:21][CH2:20][C:19]4([CH3:25])[OH:24])[C:14]([F:26])=[CH:13][N:12]=3)=[CH:9][N:8](S(C3C=CC=CC=3)(=O)=O)[C:5]2=[N:6][CH:7]=1>C1COCC1.C[O-].[Na+].C(OCC)(=O)C.[Cl-].[Na+].O>[Cl:1][C:2]1[CH:3]=[C:4]2[C:10]([C:11]3[N:16]=[C:15]([NH:17][CH:18]4[CH2:23][CH2:22][CH2:21][CH2:20][C:19]4([CH3:25])[OH:24])[C:14]([F:26])=[CH:13][N:12]=3)=[CH:9][NH:8][C:5]2=[N:6][CH:7]=1 |f:2.3,5.6.7|. Procedure: To a solution of 3-((2-(5-chloro-1-(phenylsulfonyl)-1H-pyrrolo[2,3-b]pyridin-3-yl)-5-fluoropyrimidin-4-ylamino)-1-methylcyclohexanol, 28b, in THF was added a few drops of 25% sodium methoxide at room temperature. The reaction mixture was stirred at room temperature for 5 min. The reaction mixture was diluted with ethyl acetate and brine. The organic phase was separated, dried (MgSO4), filtered and concentrated in vacuo. The product was purified by preparatory HPLC to afford two diastereomers. Reactants: C(C)(=O)OCC1=CC=C(C=C1)C1=C(N=C(N1)C1=CC=CC2=CC=CC=C12)C(=O)NC=1SC=CN1 (5-(4-Acetoxymethylphenyl)-2-(1-naphthyl)-N-(2-thiazolyl)-imidazole-4-carboxamide), [OH-].[Na+] (sodium hydroxide). Solvent: CC(=O)C (acetone). Run at time 2 hour. Product: OCC1=CC=C(C=C1)C1=C(N=C(N1)C1=CC=CC2=CC=CC=C12)C(=O)NC=1SC=CN1 (5-(4-hydroxymethylphenyl)-2-(1-naphthyl)-N-(2-thiazolyl)imidazole-4-carboxamide). Isolated yield 76.7%. As a reaction SMILES: C([O:4][CH2:5][C:6]1[CH:11]=[CH:10][C:9]([C:12]2[NH:16][C:15]([C:17]3[C:26]4[C:21](=[CH:22][CH:23]=[CH:24][CH:25]=4)[CH:20]=[CH:19][CH:18]=3)=[N:14][C:13]=2[C:27]([NH:29][C:30]2[S:31][CH:32]=[CH:33][N:34]=2)=[O:28])=[CH:8][CH:7]=1)(=O)C.[OH-].[Na+]>CC(C)=O>[OH:4][CH2:5][C:6]1[CH:7]=[CH:8][C:9]([C:12]2[NH:16][C:15]([C:17]3[C:26]4[C:21](=[CH:22][CH:23]=[CH:24][CH:25]=4)[CH:20]=[CH:19][CH:18]=3)=[N:14][C:13]=2[C:27]([NH:29][C:30]2[S:31][CH:32]=[CH:33][N:34]=2)=[O:28])=[CH:10][CH:11]=1 |f:1.2|. Reported procedure: 5-(4-Acetoxymethylphenyl)-2-(1-naphthyl)-N-(2-thiazolyl)-imidazole-4-carboxamide (2.98 g) obtained in Example 60(2) was dissolved in acetone (250 ml) and 0.25 M aqueous sodium hydroxide solution (56 ml) was added under ice-cooling. The mixture was stirred at room temperature for 2 hr. Acetone was evaporated under reduced pressure and the residue was acidified with aqueous citric acid solution and extracted with ethyl acetate. The ethyl acetate layer was washed with water and the solvent was evap...